From a dataset of the Open Reaction Database (ORD), a public repository of structured organic reaction records. describe an organic reaction: reactants, conditions, products, and yield The reactants are 2-Bromo-1,3-cyclohexadione, Br.BrC1CCC2=C(N3C(S2)=NC=N3)C1=O (7-Bromo-5,6-dihydro[1,2,4]triazolo[5,1-b]benzothiazole-8 (7H)-one hydrobromide), N1N=C(N=C1)S (1H-1,2,4-triazole-3-thiol). Run in C(C)O (ethanol). Yields the product Br.N1=CN=C2SC3=C(N21)C(CCC3)=O (5,6-dihydro[1,2,4]triazolo[5,1-b]benzothiazole-8(7H)-one hydrobromide). Reaction SMILES: Br.[Br:2][CH:3]1[C:14](=[O:15])[C:7]2[N:8]3[N:13]=[CH:12][N:11]=[C:9]3[S:10][C:6]=2[CH2:5][CH2:4]1.N1C=NC(S)=N1>C(O)C>[BrH:2].[N:13]1[N:8]2[C:9]([S:10][C:6]3[CH2:5][CH2:4][CH2:3][C:14](=[O:15])[C:7]=32)=[N:11][CH:12]=1 |f:0.1,4.5|. Procedure details: 2-Bromo-1,3-cyclohexadione (4.4 g) prepared in Example 1, Route 1 (A) and 1H-1,2,4-triazole-3-thiol (2.32 g) were dissolved into absolute ethanol (50 ml), and the reaction mixture was heated to reflux for 5 hours. After completion of the reaction, the reaction mixture was cooled and filtered to give 5,6-dihydro[1,2,4]triazolo[5,1-b]benzothiazole-8(7H)-one hydrobromide (2.84 g, compound (IIc) of Reaction Scheme II). The hydrobromide was dissolved into anhydrous acetic acid (20 ml) and an equivale... The reactants are CC1(C)CN(CCC=C2c3cc(O)ccc3OCc3ncccc32)CCC1(O)c1ccc(Cl)cc1, ClCCN1CCOCC1, Cl, [H-], [Na+], CN(C)C=O. Yields the product CC1(C)CN(CCC=C2c3cc(OCCN4CCOCC4)ccc3OCc3ncccc32)CCC1(O)c1ccc(Cl)cc1. As a reaction SMILES: [Cl:1][c:2]1[cH:3][cH:4][c:5]([C:8]2([OH:35])[C:9]([CH3:33])([CH3:34])[CH2:10][N:11]([CH2:14][CH2:15][CH:16]=[C:17]3[c:18]4[c:19]([cH:28][cH:29][c:30]([OH:32])[cH:31]4)[O:20][CH2:21][c:22]4[c:23]3[cH:24][cH:25][cH:26][n:27]4)[CH2:12][CH2:13]2)[cH:6][cH:7]1.[Cl:38][CH2:39][CH2:40][N:41]1[CH2:42][CH2:43][O:44][CH2:45][CH2:46]1.[ClH:47].[H-:37].[Na+:36].[O:48]=[CH:49][N:50]([CH3:51])[CH3:52]>>[Cl:1][c:2]1[cH:3][cH:4][c:5]([C:8]2([OH:35])[C:9]([CH3:33])([CH3:34])[CH2:10][N:11]([CH2:14][CH2:15][CH:16]=[C:17]3[c:18]4[c:19]([cH:28][cH:29][c:30]([O:32][CH2:39][CH2:40][N:41]5[CH2:42][CH2:43][O:44][CH2:45][CH2:46]5)[cH:31]4)[O:20][CH2:21][c:22]4[c:23]3[cH:24][cH:25][cH:26][n:27]4)[CH2:12][CH2:13]2)[cH:6][cH:7]1. Reactants: FC(C(=O)O)(F)F (trifluoroacetic acid), ClC1=CC=C(C=C1)C=1C=CC(=NC1)C#CC1=CC=C(OCCN(C2CCN(CC2)C(=O)OC(C)(C)C)C)C=C1 (tert-butyl 4-[(2-{4-[5-(4-chloro-phenyl)-pyridin-2-ylethynyl]-phenoxy}-ethyl)-methyl-amino]-piperidin-1-carboxylate). The solvent is C(Cl)Cl (DCM). Conditions: time 24 hour. The product is ClC1=CC=C(C=C1)C=1C=CC(=NC1)C#CC1=CC=C(OCCN(C2CCNCC2)C)C=C1 ((2-{4-[5-(4-chloro-phenyl)-pyridin-2-ylethynyl]-phenoxy}-ethyl)-methyl-piperidin-4-yl-amine). Reaction SMILES: FC(F)(F)C(O)=O.[Cl:8][C:9]1[CH:14]=[CH:13][C:12]([C:15]2[CH:16]=[CH:17][C:18]([C:21]#[C:22][C:23]3[CH:46]=[CH:45][C:26]([O:27][CH2:28][CH2:29][N:30]([CH3:44])[CH:31]4[CH2:36][CH2:35][N:34](C(OC(C)(C)C)=O)[CH2:33][CH2:32]4)=[CH:25][CH:24]=3)=[N:19][CH:20]=2)=[CH:11][CH:10]=1>C(Cl)Cl>[Cl:8][C:9]1[CH:14]=[CH:13][C:12]([C:15]2[CH:16]=[CH:17][C:18]([C:21]#[C:22][C:23]3[CH:24]=[CH:25][C:26]([O:27][CH2:28][CH2:29][N:30]([CH3:44])[CH:31]4[CH2:36][CH2:35][NH:34][CH2:33][CH2:32]4)=[CH:45][CH:46]=3)=[N:19][CH:20]=2)=[CH:11][CH:10]=1. Procedure: 60 μL (0.8 mmol) trifluoroacetic acid are added to a solution of 22 mg (0.04 mmol) tert-butyl 4-[(2-{4-[5-(4-chloro-phenyl)-pyridin-2-ylethynyl]-phenoxy}-ethyl)-methyl-amino]-piperidin-1-carboxylate in 5 mL DCM and the reaction mixture is stirred for 24 h at RT. The mixture is evaporated down i. vac. and the residue is stirred with diethyl ether. The precipitate is suction filtered, washed with diethyl ether and dried. Starting materials: ClCCl (dichloromethane), Cl.NC1=CC=C(C=C1)CCOC1=CC=C(C=C1)C[C@@H](C(=O)O)OCC (3-{4-[2-(4-Aminophenyl)ethoxy]phenyl}-(S)-2-ethoxypropanoic acid hydro chloride), C(C)(C)(C)C1=CC=C(C(=O)Cl)C=C1 (4-tert-Butylbenzoyl chloride), C(O)([O-])=O.[Na+] (Sodium hydrogencarbonate). Run in CO.ClCCl (methanol dichloromethane), O1CCCC1 (tetrahydrofurane). Product: C(C)(C)(C)C1=CC=C(C(=O)NC2=CC=C(C=C2)CCOC2=CC=C(C=C2)C[C@@H](C(=O)O)OCC)C=C1 (3-{4-[2-{4-(4-[tert-butyl]benzoyl)aminophenyl}ethoxy]phenyl}-2-(S)-ethoxypropanoic acid). The yield is 88.9%. As a reaction SMILES: Cl.[NH2:2][C:3]1[CH:8]=[CH:7][C:6]([CH2:9][CH2:10][O:11][C:12]2[CH:17]=[CH:16][C:15]([CH2:18][C@H:19]([O:23][CH2:24][CH3:25])[C:20]([OH:22])=[O:21])=[CH:14][CH:13]=2)=[CH:5][CH:4]=1.C(=O)([O-])O.[Na+].[C:31]([C:35]1[CH:43]=[CH:42][C:38]([C:39](Cl)=[O:40])=[CH:37][CH:36]=1)([CH3:34])([CH3:33])[CH3:32].ClCCl>O1CCCC1.CO.ClCCl>[C:31]([C:35]1[CH:36]=[CH:37][C:38]([C:39]([NH:2][C:3]2[CH:4]=[CH:5][C:6]([CH2:9][CH2:10][O:11][C:12]3[CH:17]=[CH:16][C:15]([CH2:18][C@H:19]([O:23][CH2:24][CH3:25])[C:20]([OH:22])=[O:21])=[CH:14][CH:13]=3)=[CH:7][CH:8]=2)=[O:40])=[CH:42][CH:43]=1)([CH3:34])([CH3:32])[CH3:33] |f:0.1,2.3,7.8|. Reported procedure: 3-{4-[2-(4-Aminophenyl)ethoxy]phenyl}-(S)-2-ethoxypropanoic acid hydro chloride (described in Example 56a) (0.2 g; 0.547 mmole) was dissolved in tetrahydrofurane (5 ml). Sodium hydrogencarbonate (0.053 g; 0.631 mmole) was added and the mixture was stirred for a little while. 4-tert-Butylbenzoyl chloride (0.118 g; 0.6 mmole) was added. The reaction mixture was stirred overnight and then evaporated to dryness. Dichloromethane and water were added to the residue and the phases were separated. The o... Run in CCO (EtOH). Procedure: To a vigorously stirred solution of the title B compound, (3S,4S)-4-biphenyl-3-yl-3,4-dihydroxy-piperidine-1-carboxylic acid ethyl ester (4.2 g, 12.05 mmol) in EtOH (250 mL) is added 6.5 g Raney-Nickel. The stirred suspension is heated to reflux for 4 h, then allowed to cool to room temperature, filtered over a celite pad and rinsed with EtOH. The solvent is removed under reduced pressure and purification by flash column chromatography (hexane/EtOAc 4/1 to ½) affords the desired product: (3R,4R)... Starting materials: C(C)OC(=O)N1C[C@@H]([C@@](CC1)(O)C=1C=C(C=CC1)C1=CC=CC=C1)O ((3S,4S)-4-biphenyl-3-yl-3,4-dihydroxy-piperidine-1-carboxylic acid ethyl ester). Yields the product C(C)OC(=O)N1C[C@@H]([C@H](CC1)C=1C=C(C=CC1)C1=CC=CC=C1)O ((3R,4R)-4-Biphenyl-3-yl-3-hydroxy-piperidine-1-carboxylic acid ethyl ester). Reagents/catalysts: [Ni] (Raney-Nickel). As a reaction SMILES: [CH2:1]([O:3][C:4]([N:6]1[CH2:11][CH2:10][C@@:9]([C:13]2[CH:14]=[C:15]([C:19]3[CH:24]=[CH:23][CH:22]=[CH:21][CH:20]=3)[CH:16]=[CH:17][CH:18]=2)(O)[C@@H:8]([OH:25])[CH2:7]1)=[O:5])[CH3:2]>CCO.[Ni]>[CH2:1]([O:3][C:4]([N:6]1[CH2:11][CH2:10][C@H:9]([C:13]2[CH:14]=[C:15]([C:19]3[CH:20]=[CH:21][CH:22]=[CH:23][CH:24]=3)[CH:16]=[CH:17][CH:18]=2)[C@@H:8]([OH:25])[CH2:7]1)=[O:5])[CH3:2].